This data is from the Open Reaction Database (ORD), a public repository of structured organic reaction records. The task is: describe an organic reaction: reactants, conditions, products, and yield Starting materials: O=C(OCc1ccccc1)ON1C(=O)CCC1=O, CCN(C(C)C)C(C)C, ClCCl, Cl, CC(N)c1cccc([N+](=O)[O-])c1. The product is CC(NC(=O)OCc1ccccc1)c1cccc([N+](=O)[O-])c1. As a reaction SMILES: [C:1]([O:2][CH2:3][c:4]1[cH:5][cH:6][cH:7][cH:8][cH:9]1)([O:10][N:11]1[C:12](=[O:13])[CH2:14][CH2:15][C:16]1=[O:17])=[O:18].[CH:32]([N:33]([CH2:34][CH3:35])[CH:36]([CH3:37])[CH3:38])([CH3:39])[CH3:40].[Cl:41][CH2:42][Cl:43].[ClH:31].[N+:19](=[O:20])([O-:21])[c:22]1[cH:23][c:24]([CH:28]([CH3:29])[NH2:30])[cH:25][cH:26][cH:27]1>>[C:1]([O:2][CH2:3][c:4]1[cH:5][cH:6][cH:7][cH:8][cH:9]1)(=[O:18])[NH:30][CH:28]([c:24]1[cH:23][c:22]([N+:19](=[O:20])[O-:21])[cH:27][cH:26][cH:25]1)[CH3:29]. Starting materials: C(C)(C)(C)OC(=O)N1CC=2N(C3=CC=CC=C3C2CC1)CC(=O)O (2-t-butoxycarbonyl-9-carboxymethyl-2,3,4,9-tetrahydro-1H-pyrido[3,4-b]indole), C(=O)(N1C=NC=C1)N1C=NC=C1 (carbonyldiimidazole), CNC.C1CCOC1 (dimethylamine THF). The solvent is C(Cl)Cl (methylene chloride). Conditions: time 30 minute. Yields the product C(C)(C)(C)OC(=O)N1CC=2N(C3=CC=CC=C3C2CC1)CC(N(C)C)=O (2-t-Butoxycarbonyl-9-dimethylcarbamoylmethyl-2,3,4,9-tetrahydro-1H-pyrido[3,4-b]indole). The yield is 96.0%. As a reaction SMILES: [C:1]([O:5][C:6]([N:8]1[CH2:20][CH2:19][C:18]2[C:17]3[C:12](=[CH:13][CH:14]=[CH:15][CH:16]=3)[N:11]([CH2:21][C:22]([OH:24])=O)[C:10]=2[CH2:9]1)=[O:7])([CH3:4])([CH3:3])[CH3:2].[C:25](N1C=CN=C1)([N:27]1C=CN=[CH:28]1)=O.CNC.C1COCC1>C(Cl)Cl>[C:1]([O:5][C:6]([N:8]1[CH2:20][CH2:19][C:18]2[C:17]3[C:12](=[CH:13][CH:14]=[CH:15][CH:16]=3)[N:11]([CH2:21][C:22](=[O:24])[N:27]([CH3:28])[CH3:25])[C:10]=2[CH2:9]1)=[O:7])([CH3:4])([CH3:2])[CH3:3] |f:2.3|. Procedure details: The 2-t-butoxycarbonyl-9-carboxymethyl-2,3,4,9-tetrahydro-1H-pyrido[3,4-b]indole (1.65 g, 5.0 mmol) obtained in the above step (1) was dissolved in methylene chloride (30 ml), and the solution was mixed with carbonyldiimidazole (0.81 g, 5.0 mmol), stirred at room temperature for 30 minutes, mixed with 2 M dimethylamine-THF solution (3 ml, 6.0 mmol) and further subjected to 1 hour of the reaction. The reaction solution was concentrated, the resulting residue was dissolved in ethyl acetate (50 ml)... The reactants are FC(C=1C=C(C(=O)N2CCC3(C(N(CN3C3=C(C=CC=C3)C)CCO)=O)CC2)C=C(C1)C(F)(F)F)(F)F (8-(3,5-bis-trifluoromethyl-benzoyl)-3-(2-hydroxy-ethyl)-1-o-tolyl-1,3,8-triaza-spiro[4.5]decan-4-one), N1CCCC1 (pyrrolidine). Yields the product FC(C=1C=C(C(=O)N2CCC3(C(N(CN3C3=C(C=CC=C3)C)CCN3CCCC3)=O)CC2)C=C(C1)C(F)(F)F)(F)F (8-(3,5-Bis-trifluoromethyl-benzoyl)-3-(2-pyrrolidin-1-yl-ethyl)-1-o-tolyl-1,3,8-triaza-spiro[4.5]decan-4-one). As a reaction SMILES: [F:1][C:2]([F:37])([F:36])[C:3]1[CH:4]=[C:5]([CH:29]=[C:30]([C:32]([F:35])([F:34])[F:33])[CH:31]=1)[C:6]([N:8]1[CH2:28][CH2:27][C:11]2([N:15]([C:16]3[CH:21]=[CH:20][CH:19]=[CH:18][C:17]=3[CH3:22])[CH2:14][N:13]([CH2:23][CH2:24]O)[C:12]2=[O:26])[CH2:10][CH2:9]1)=[O:7].[NH:38]1[CH2:42][CH2:41][CH2:40][CH2:39]1>>[F:35][C:32]([F:34])([F:33])[C:30]1[CH:29]=[C:5]([CH:4]=[C:3]([C:2]([F:36])([F:1])[F:37])[CH:31]=1)[C:6]([N:8]1[CH2:28][CH2:27][C:11]2([N:15]([C:16]3[CH:21]=[CH:20][CH:19]=[CH:18][C:17]=3[CH3:22])[CH2:14][N:13]([CH2:23][CH2:24][N:38]3[CH2:42][CH2:41][CH2:40][CH2:39]3)[C:12]2=[O:26])[CH2:10][CH2:9]1)=[O:7]. Reported procedure: The title compound, MS: m/e=583.2 (M+H+), was prepared in accordance with the general method of example 48 from 8-(3,5-bis-trifluoromethyl-benzoyl)-3-(2-hydroxy-ethyl)-1-o-tolyl-1,3,8-triaza-spiro[4.5]decan-4-one and pyrrolidine. Reactants: ClC1=NC(=C2N=CN(C2=N1)C1CCCC1)Cl (2,6-dichloro-9-cyclopentylpurine), ClC=1C=C(CN)C=CC1 (3-chlorobenzylamine). The solvent is C(C)N(CC)CC (triethylamine). Yields the product ClC1=NC(=C2N=CN(C2=N1)C1CCCC1)NCC1=CC(=CC=C1)Cl (2-Chloro-6-[(3-chlorobenzyl)amino]-9-cyclopentylpurine). Reaction SMILES: [Cl:1][C:2]1[N:10]=[C:9]2[C:5]([N:6]=[CH:7][N:8]2[CH:11]2[CH2:15][CH2:14][CH2:13][CH2:12]2)=[C:4](Cl)[N:3]=1.[Cl:17][C:18]1[CH:19]=[C:20]([CH:23]=[CH:24][CH:25]=1)[CH2:21][NH2:22]>C(N(CC)CC)C>[Cl:1][C:2]1[N:10]=[C:9]2[C:5]([N:6]=[CH:7][N:8]2[CH:11]2[CH2:15][CH2:14][CH2:13][CH2:12]2)=[C:4]([NH:22][CH2:21][C:20]2[CH:23]=[CH:24][CH:25]=[C:18]([Cl:17])[CH:19]=2)[N:3]=1. Procedure: 2-Chloro-6-[(3-chlorobenzyl)amino]-9-cyclopentylpurine is prepared from 2,6-dichloro-9-cyclopentylpurine, 3-chlorobenzylamine, and triethylamine essentially as described above in Example 1, Scheme A, step b. Reactants: CCCCCCCCCCCCNCCC(C)C, O=CO. Yields the product CCCCCCCCCCCCN(C)CCC(C)C. RXN SMILES: [CH2:1]([CH2:2][CH:3]([CH3:4])[CH3:5])[NH:6][CH2:7][CH2:8][CH2:9][CH2:10][CH2:11][CH2:12][CH2:13][CH2:14][CH2:15][CH2:16][CH2:17][CH3:18].[CH:19]([OH:20])=[O:21]>>[CH2:1]([CH2:2][CH:3]([CH3:4])[CH3:5])[N:6]([CH2:7][CH2:8][CH2:9][CH2:10][CH2:11][CH2:12][CH2:13][CH2:14][CH2:15][CH2:16][CH2:17][CH3:18])[CH3:19]. Reactants: [OH-].[Na+] (Sodium hydroxide), COC(=O)CN1N=CC=C1NC(C1=CC=CC=C1)(C1=CC=CC=C1)C1=CC=CC=C1 (1-methoxycarbonylmethyl-5-triphenylmethylaminopyrazole), C(C)(=O)OCC (ethyl acetate), Cl (hydrochloric acid). Solvent: O1CCOCC1 (dioxane), O1CCCC1 (tetrahydrofuran). Run at time 3 hour. Product: C(=O)(O)CN1N=CC=C1NC(C1=CC=CC=C1)(C1=CC=CC=C1)C1=CC=CC=C1 (1-carboxymethyl-5-triphenylmethylamino-pyrazole). Reaction SMILES: [OH-].[Na+].C[O:4][C:5]([CH2:7][N:8]1[C:12]([NH:13][C:14]([C:27]2[CH:32]=[CH:31][CH:30]=[CH:29][CH:28]=2)([C:21]2[CH:26]=[CH:25][CH:24]=[CH:23][CH:22]=2)[C:15]2[CH:20]=[CH:19][CH:18]=[CH:17][CH:16]=2)=[CH:11][CH:10]=[N:9]1)=[O:6].C(OCC)(=O)C.Cl>O1CCOCC1.O1CCCC1>[C:5]([CH2:7][N:8]1[C:12]([NH:13][C:14]([C:27]2[CH:32]=[CH:31][CH:30]=[CH:29][CH:28]=2)([C:21]2[CH:22]=[CH:23][CH:24]=[CH:25][CH:26]=2)[C:15]2[CH:20]=[CH:19][CH:18]=[CH:17][CH:16]=2)=[CH:11][CH:10]=[N:9]1)([OH:6])=[O:4] |f:0.1|. Procedure: 4N Sodium hydroxide aqueous solution (125.79 ml) was added to a solution of 1-methoxycarbonylmethyl-5-triphenylmethylaminopyrazole (100 g) in dioxane (100 ml) and the mixture was stirred for three hours at ambient temperature. The reaction mixture was added to a mixture of ethyl acetate (300 ml) and tetrahydrofuran (300 ml), and 1N hydrochloric acid was added thereto to adjust to pH 3. The organic layer was separated and dried over magnesium sulfate. The magnesium sulfate was filtered off, and t... The reactants are CC(=O)O, O=CNC1CC(=O)OC1=O. The product is O=CN1COC(=O)C1CC(=O)O. Reaction SMILES: [CH3:11][C:12]([OH:13])=[O:14].[CH:1](=[O:2])[NH:3][CH:4]1[CH2:7][C:6](=[O:5])[O:8][C:9]1=[O:10]>>[CH:1](=[O:2])[N:3]1[CH:4]([CH2:11][C:12]([OH:13])=[O:14])[C:9](=[O:10])[O:8][CH2:6]1.